Dataset: the Open Reaction Database (ORD), a public repository of structured organic reaction records. Task: describe an organic reaction: reactants, conditions, products, and yield Starting materials: FC(C=1NC(=C(C(C1C#N)C=1C=C2C(=NNC2=CC1)C)C#N)C(F)F)F (2,6-Bis(difluoromethyl)-4-(3-methyl-1H-indazol-5-yl)-1,4-dihydropyridine-3,5-dicarbonitrile), crude product, C1CCOC1 (THF), C(O)([O-])=O.OCC[N+](C)(C)C (2-hydroxy-N,N,N-trimethylethanaminium hydrogencarbonate). Solvent: C(C)O (ethanol). Product: C(#N)C1=C([N-]C(=C(C1C=1C=C2C(=NNC2=CC1)C)C#N)C(F)F)C(F)F.OCC[N+](C)(C)C (2-Hydroxy-N,N,N-trimethylethanaminium 3,5-dicyano-2,6-bis(difluoromethyl)-4-(3-methyl-1H-indazol-5-yl)-4H-pyridin-1-ide). As a reaction SMILES: [F:1][CH:2]([F:26])[C:3]1[NH:4][C:5]([CH:23]([F:25])[F:24])=[C:6]([C:21]#[N:22])[CH:7]([C:11]2[CH:12]=[C:13]3[C:17](=[CH:18][CH:19]=2)[NH:16][N:15]=[C:14]3[CH3:20])[C:8]=1[C:9]#[N:10].C(=O)([O-])O.[OH:31][CH2:32][CH2:33][N+:34]([CH3:37])([CH3:36])[CH3:35].C1COCC1>C(O)C>[C:9]([C:8]1[CH:7]([C:11]2[CH:12]=[C:13]3[C:17](=[CH:18][CH:19]=2)[NH:16][N:15]=[C:14]3[CH3:20])[C:6]([C:21]#[N:22])=[C:5]([CH:23]([F:24])[F:25])[N-:4][C:3]=1[CH:2]([F:1])[F:26])#[N:10].[OH:31][CH2:32][CH2:33][N+:34]([CH3:37])([CH3:36])[CH3:35] |f:1.2,5.6|. Procedure details: To a suspension of 80 mg (0.22 mmol) 2,6-bis(difluoromethyl)-4-(3-methyl-1H-indazol-5-yl)-1,4-dihydropyridine-3,5-dicarbonitrile (Example 13) in ethanol (1.52 ml) under argon atmosphere was added 31 μl (0.22 mmol) 2-hydroxy-N,N,N-trimethylethanaminium hydrogencarbonate solution (choline bicarbonate, 80% in water), and the mixture was stirred at reflux temperature for 1 h. Subsequently, a weak argon stream was led over the solution mixture. The crude product was treated with THF (1.5 ml) and stir... Reactants: CCCCO, CCOC(C)=O, CC(C)n1cnc2c(Cl)nc(Cl)nc21, Nc1ccccc1. Product: CC(C)n1cnc2c(Nc3ccccc3)nc(Cl)nc21. Reaction SMILES: [CH2:22]([OH:23])[CH2:24][CH2:25][CH3:26].[CH3:27][CH2:28][O:29][C:30]([CH3:31])=[O:32].[Cl:1][c:2]1[n:3][c:4]([Cl:14])[c:5]2[n:6][cH:7][n:8]([CH:11]([CH3:12])[CH3:13])[c:9]2[n:10]1.[NH2:15][c:16]1[cH:17][cH:18][cH:19][cH:20][cH:21]1>>[Cl:1][c:2]1[n:3][c:4]([NH:15][c:16]2[cH:17][cH:18][cH:19][cH:20][cH:21]2)[c:5]2[n:6][cH:7][n:8]([CH:11]([CH3:12])[CH3:13])[c:9]2[n:10]1. Reactants: Cl.NC1CC=2C=3C=C(C=CC3N(C2CC1)CC1=CC(=CC=C1)F)C#N (6-amino-9-(3-fluoro-benzyl)-6,7,8,9-tetrahydro-5H-carbazole-3-carbonitrile hydrochloride), CN(C(=O)Cl)C (dimethylcarbamyl chloride). The product is C(#N)C=1C=C2C=3CC(CCC3N(C2=CC1)CC1=CC(=CC=C1)F)NC(N(C)C)=O (3-[6-Cyano-9-(3-fluorobenzyl)-2,3,4,9-tetrahydro-1H-carbazol-3-yl]-1,1-dimethylurea). Isolated yield 69.0%. As a reaction SMILES: Cl.[NH2:2][CH:3]1[CH2:15][CH2:14][C:13]2[N:12]([CH2:16][C:17]3[CH:22]=[CH:21][CH:20]=[C:19]([F:23])[CH:18]=3)[C:11]3[CH:10]=[CH:9][C:8]([C:24]#[N:25])=[CH:7][C:6]=3[C:5]=2[CH2:4]1.[CH3:26][N:27]([CH3:31])[C:28](Cl)=[O:29]>>[C:24]([C:8]1[CH:7]=[C:6]2[C:11](=[CH:10][CH:9]=1)[N:12]([CH2:16][C:17]1[CH:22]=[CH:21][CH:20]=[C:19]([F:23])[CH:18]=1)[C:13]1[CH2:14][CH2:15][CH:3]([NH:2][C:28](=[O:29])[N:27]([CH3:31])[CH3:26])[CH2:4][C:5]2=1)#[N:25] |f:0.1|. Procedure: Prepare the title compound by essentially following the procedures as described in Example 162, using 6-amino-9-(3-fluoro-benzyl)-6,7,8,9-tetrahydro-5H-carbazole-3-carbonitrile hydrochloride (Preparation 54) and dimethylcarbamyl chloride. Purify by silica gel chromatography (30-70% (4% (2M NH3/MeOH)/CH2Cl2)/hexanes) to give the title compound in 69% yield as a white solid. MS (ES): m/z 391 (M+1), 389 (M−1); HPLC (Method B): Rt=4.11 min (99%). Starting materials: BrC1=CC=C2C3=C(C=CN=C13)CCO2 (7-bromo-2.3-dihydropyrano[4.3.2-de]quinoline), B1(OC(C(O1)(C)C)(C)C)B2OC(C(O2)(C)C)(C)C (bis(pinacolato)diboron), C(C)(=O)[O-].[K+] (potassium acetate). Reagents/catalysts: C1CCC(CC1)P(C2CCCCC2)C3CCCCC3.C1CCC(CC1)P(C2CCCCC2)C3CCCCC3.[Pd] (bis(tricyclohexylphosphine)palladium(0)). Solvent: O1CCOCC1 (1.4-dioxane). Conditions: temperature 95 celsius. Product: O1CCC=2C=CN=C3C(=CC=C1C23)B(O)O (2,3-dihydropyrano[4,3,2-de]quinolin-7-ylboronic acid). Isolated yield 30.1%. RXN SMILES: Br[C:2]1[C:11]2[C:6]3=[C:7]([CH2:12][CH2:13][O:14][C:5]3=[CH:4][CH:3]=1)[CH:8]=[CH:9][N:10]=2.[B:15]1(B2OC(C)(C)C(C)(C)O2)[O:19]C(C)(C)C(C)(C)[O:16]1.C([O-])(=O)C.[K+]>O1CCOCC1.C1CCC(P(C2CCCCC2)C2CCCCC2)CC1.C1CCC(P(C2CCCCC2)C2CCCCC2)CC1.[Pd]>[O:14]1[C:5]2[C:6]3[C:11]([C:2]([B:15]([OH:19])[OH:16])=[CH:3][CH:4]=2)=[N:10][CH:9]=[CH:8][C:7]=3[CH2:12][CH2:13]1 |f:2.3,5.6.7|. Reported procedure: 7-bromo-2.3-dihydropyrano[4.3.2-de]quinoline (0.170 g; 0.680 mmol), bis(pinacolato)diboron (0.207 g; 0.816 mmol), anhydrous potassium acetate (0.133 g; 1.36 mmol) and bis(tricyclohexylphosphine)palladium(0) (0.045 g; 0.068 mmol) in anhydrous 1.4-dioxane (3.1 mL) were mixed in a tube, purged with argon and sealed. After heating at 95° C. for 16 h, the mixture was cooled at room temperature, concentrated under reduced pressure and store at 3° C. for 21 h. The brown residue was dissolved in acetoni... Starting materials: C(C)OC([C@@H](NCC(C)C)CC(C)C)=O (N-Isobutylleucine ethyl ester), CC1=C(C=CC(=C1)[N+](=O)[O-])N=C=S (2-methyl-4-nitrophenyl isothiocyanate). Yields the product CC1=C(C=CC(=C1)[N+](=O)[O-])N=C1SC([C@@H](N1CC(C)C)CC(C)C)=O ((4S)-2-(2-methyl-4-nitrophenylimino)-3,4-diisobutyl-1,3-thiazolidin-5-one). RXN SMILES: C(O[C:4](=[O:15])[C@H:5]([CH2:11][CH:12]([CH3:14])[CH3:13])[NH:6][CH2:7][CH:8]([CH3:10])[CH3:9])C.[CH3:16][C:17]1[CH:22]=[C:21]([N+:23]([O-:25])=[O:24])[CH:20]=[CH:19][C:18]=1[N:26]=[C:27]=[S:28]>>[CH3:16][C:17]1[CH:22]=[C:21]([N+:23]([O-:25])=[O:24])[CH:20]=[CH:19][C:18]=1[N:26]=[C:27]1[N:6]([CH2:7][CH:8]([CH3:9])[CH3:10])[C@@H:5]([CH2:11][CH:12]([CH3:13])[CH3:14])[C:4](=[O:15])[S:28]1. Procedure: N-Isobutylleucine ethyl ester was reacted with 2-methyl-4-nitrophenyl isothiocyanate according to Method C11a to afford (4S)-2-(2-methyl-4-nitrophenylimino)-3,4-diisobutyl-1,3-thiazolidin-5-one. Starting materials: ClC1=C/C(/NC2=CC=CC=C12)=C/1\C(=NNC1=O)C1CCCCC1 ((Z)-4-(4-chloroquinolin-2(1H)-ylidene)-3-cyclohexyl-1H-pyrazol-5(4H)-one), NC1=CC=C(C=C1)S (4-aminothiophenol), C24H24N4OS. The product is NC1=CC=C(C=C1)SC1=C/C(/NC2=CC=CC=C12)=C/1\C(=NNC1=O)C1CCCCC1 ((Z)-4-(4-(4-aminophenylthio)quinolin-2(1H)-ylidene)-3-cyclohexyl-1H-pyrazol-5(4H)-one). As a reaction SMILES: Cl[C:2]1[C:11]2[C:6](=[CH:7][CH:8]=[CH:9][CH:10]=2)[NH:5]/[C:4](=[C:12]2/[C:13]([CH:18]3[CH2:23][CH2:22][CH2:21][CH2:20][CH2:19]3)=[N:14][NH:15][C:16]/2=[O:17])/[CH:3]=1.[NH2:24][C:25]1[CH:30]=[CH:29][C:28]([SH:31])=[CH:27][CH:26]=1>>[NH2:24][C:25]1[CH:30]=[CH:29][C:28]([S:31][C:2]2[C:11]3[C:6](=[CH:7][CH:8]=[CH:9][CH:10]=3)[NH:5]/[C:4](=[C:12]3/[C:13]([CH:18]4[CH2:23][CH2:22][CH2:21][CH2:20][CH2:19]4)=[N:14][NH:15][C:16]/3=[O:17])/[CH:3]=2)=[CH:27][CH:26]=1. Reported procedure: The title compound was prepared from (Z)-4-(4-chloroquinolin-2(1H)-ylidene)-3-cyclohexyl-1H-pyrazol-5(4H)-one and 4-aminothiophenol using the procedure described in Example 48. 1H NMR (400 MHz, DMSO-d6) δ ppm 1.08-1.19 (m, 3H) 1.29-1.40 (m, 2H) 1.58-1.65 (m, 4H) 1.67 (d, J=9.60 Hz, 2H) 2.37 (t, J=10.23 Hz, 1H) 6.76 (d, J=8.59 Hz, 2H) 6.90 (s, 1H) 7.33 (d, J=8.34 Hz, 2H) 7.63 (t, J=7.33 Hz, 1H) 7.85-7.93 (m, 2H) 8.16 (d, J=8.34 Hz, 1H); ESI-MS: m/z calc'd for C24H24N4OS 416.54. found m/z 417.1 (M... As a reaction SMILES: [CH3:1][S:2]([Cl:3])(=[O:4])=[O:5].[CH3:42][N:43]1[CH2:44][CH2:45][CH2:46][C:47]1=[O:48].[CH:32]([N:33]([CH:34]([CH3:35])[CH3:36])[CH2:37][CH3:38])([CH3:39])[CH3:40].[OH2:41].[OH:6][CH2:7][CH2:8][O:9][c:10]1[c:11]([C:28]([F:29])([F:30])[F:31])[cH:12][c:13](-[c:16]2[cH:17][c:18]3[c:19]([c:20]([C:22]#[N:23])[n:21]2)[n:24][cH:25][n:26]3[CH3:27])[cH:14][cH:15]1>>[CH3:1][S:2](=[O:4])(=[O:5])[O:6][CH2:7][CH2:8][O:9][c:10]1[c:11]([C:28]([F:29])([F:30])[F:31])[cH:12][c:13](-[c:16]2[cH:17][c:18]3[c:19]([c:20]([C:22]#[N:23])[n:21]2)[n:24][cH:25][n:26]3[CH3:27])[cH:14][cH:15]1. The reactants are CS(=O)(=O)Cl, CN1CCCC1=O, CCN(C(C)C)C(C)C, O, Cn1cnc2c(C#N)nc(-c3ccc(OCCO)c(C(F)(F)F)c3)cc21. Yields the product Cn1cnc2c(C#N)nc(-c3ccc(OCCOS(C)(=O)=O)c(C(F)(F)F)c3)cc21.